This data is from the Open Reaction Database (ORD), a public repository of structured organic reaction records. The task is: describe an organic reaction: reactants, conditions, products, and yield Reported procedure: A mixture of 3-benzyloxy-1-phenyl-1H-pyrazole-5-carboxylic acid (33.00 g), methane iodide (8.5 ml), potassium carbonate (18.88 g) and N,N-dimethylformamide (300 ml) was stirred overnight at room temperature. The reaction mixture was poured into dilute hydrochloric acid and the mixture was extracted with ethyl acetate. The ethyl acetate layer was washed with saturated brine, dried (MgSO4) and concentrated. The residue was subjected to silica gel column chromatography, and methyl 3-benzyloxy-1-phe... Reaction conditions: time 8 hour. Yields the product C(C1=CC=CC=C1)OC1=NN(C(=C1)C(=O)OC)C1=CC=CC=C1 (methyl 3-benzyloxy-1-phenyl-1H-pyrazole-5-carboxylate). As a reaction SMILES: [CH2:1]([O:8][C:9]1[CH:13]=[C:12]([C:14]([OH:16])=[O:15])[N:11]([C:17]2[CH:22]=[CH:21][CH:20]=[CH:19][CH:18]=2)[N:10]=1)[C:2]1[CH:7]=[CH:6][CH:5]=[CH:4][CH:3]=1.[I-].C.[C:25](=O)([O-])[O-].[K+].[K+].Cl>CN(C)C=O>[CH2:1]([O:8][C:9]1[CH:13]=[C:12]([C:14]([O:16][CH3:25])=[O:15])[N:11]([C:17]2[CH:22]=[CH:21][CH:20]=[CH:19][CH:18]=2)[N:10]=1)[C:2]1[CH:3]=[CH:4][CH:5]=[CH:6][CH:7]=1 |f:1.2,3.4.5|. The solvent is CN(C=O)C (N,N-dimethylformamide). Isolated yield 96.8%. The reactants are Cl (hydrochloric acid), C(C1=CC=CC=C1)OC1=NN(C(=C1)C(=O)O)C1=CC=CC=C1 (3-benzyloxy-1-phenyl-1H-pyrazole-5-carboxylic acid), [I-].C (methane iodide), C([O-])([O-])=O.[K+].[K+] (potassium carbonate). Starting materials: B1, S(=O)(=O)(OCCCCCCCCCCCC)[O-].[Na+] (sodium lauryl sulfate), O (water). Yields the product C(CCCCCCCCCCCCCCCCC)(=O)O (stearic acid). Reaction SMILES: S([O-])([O:4][CH2:5][CH2:6][CH2:7][CH2:8][CH2:9][CH2:10][CH2:11][CH2:12][CH2:13][CH2:14][CH2:15][CH3:16])(=O)=O.[Na+].[OH2:19]>>[C:5]([OH:19])(=[O:4])[CH2:6][CH2:7][CH2:8][CH2:9][CH2:10][CH2:11][CH2:12][CH2:13][CH2:14][CH2:15][CH2:16][CH2:5][CH2:6][CH2:7][CH2:8][CH2:9][CH3:10] |f:0.1|. Reported procedure: Example 1 is illustrated by FIG. 1. The thermally-insulated vessel B1 contains an emulsion whose continuous phase consists of 10 metric tons of water containing 1% by weight of a surface-active agent consisting of sodium lauryl sulfate; the dispersed phase of the emulsion is formed of 10 metric tons of stearic acid whose melting point is 69° C. The volume of the emulsion is 21.76 m3 at 80° C. and 20.62 m3 at 60° C. in view of the difference of the volumic mass of stearic acid. Starting materials: [BH4-], CC(C)COC(=O)Cl, CC1(C)Cc2cc(-n3cnnn3)cc(C(=O)O)c2O1, CN1CCOCC1, [Na+], C1CCOC1, O. The product is CC1(C)Cc2cc(-n3cnnn3)cc(CO)c2O1. RXN SMILES: [BH4-:35].[CH2:27]([O:28][C:29]([Cl:30])=[O:31])[CH:32]([CH3:33])[CH3:34].[CH3:1][C:2]1([CH3:19])[O:3][c:4]2[c:5]([cH:7][c:8](-[n:14]3[n:15][n:16][n:17][cH:18]3)[cH:9][c:10]2[C:11](=[O:12])[OH:13])[CH2:6]1.[CH3:20][N:21]1[CH2:22][CH2:23][O:24][CH2:25][CH2:26]1.[Na+:36].[O:38]1[CH2:39][CH2:40][CH2:41][CH2:42]1.[OH2:37]>>[CH3:1][C:2]1([CH3:19])[O:3][c:4]2[c:5]([cH:7][c:8](-[n:14]3[n:15][n:16][n:17][cH:18]3)[cH:9][c:10]2[CH2:11][OH:12])[CH2:6]1. The reactants are ice, NC1=C(C=C(C=N1)C1=CC(=NC(=N1)N1C2CC(C1)C2)N2[C@@H]1CN([C@H](C2)C1)C(=O)OC(C)(C)C)C(F)(F)F ((1S,4S)-tert-butyl 5-(6-(6-amino-5-(trifluoromethyl)pyridin-3-yl)-2-(2-azabicyclo[2.1.1]hexan-2-yl)pyrimidin-4-yl)-2,5-diazabicyclo[2.2.1]heptane-2-carboxylate), FC(C(=O)O)(F)F (trifluoroacetic acid). Run in ClCCl (dichloromethane). Reaction conditions: time 0.5 hour. Product: C12N(CC(C1)C2)C2=NC(=CC(=N2)C=2C=C(C(=NC2)N)C(F)(F)F)N2[C@@H]1CN[C@H](C2)C1 (5-(2-(2-azabicyclo[2.1.1]hexan-2-yl)-6-((1S,4S)-2,5-diazabicyclo[2.2.1]heptan-2-yl)pyrimidin-4-yl)-3-(trifluoromethyl)pyridin-2-amine). The yield is 76.7%. As a reaction SMILES: [NH2:1][C:2]1[N:7]=[CH:6][C:5]([C:8]2[N:13]=[C:12]([N:14]3[CH2:18][CH:17]4[CH2:19][CH:15]3[CH2:16]4)[N:11]=[C:10]([N:20]3[CH2:25][C@@H:24]4[CH2:26][C@H:21]3[CH2:22][N:23]4C(OC(C)(C)C)=O)[CH:9]=2)=[CH:4][C:3]=1[C:34]([F:37])([F:36])[F:35].FC(F)(F)C(O)=O>ClCCl>[CH:15]12[CH2:16][CH:17]([CH2:19]1)[CH2:18][N:14]2[C:12]1[N:13]=[C:8]([C:5]2[CH:4]=[C:3]([C:34]([F:37])([F:36])[F:35])[C:2]([NH2:1])=[N:7][CH:6]=2)[CH:9]=[C:10]([N:20]2[CH2:25][C@@H:24]3[CH2:26][C@H:21]2[CH2:22][NH:23]3)[N:11]=1. Procedure details: To an ice-cooled solution of (1S,4S)-tert-butyl 5-(6-(6-amino-5-(trifluoromethyl)pyridin-3-yl)-2-(2-azabicyclo[2.1.1]hexan-2-yl)pyrimidin-4-yl)-2,5-diazabicyclo[2.2.1]heptane-2-carboxylate (130 mg, 0.25 mmol) in dichloromethane (6 mL) was added trifluoroacetic acid (3 mL). The mixture was stirred at room temperature for 0.5 h. After removal of the solvent, the residue was dissolved with water (30 mL), basified and extracted with dichloromethane (3×30 mL). The organic layer was dried over sodium ... Starting materials: NC(=O)N (urea), C(CC)NS(=O)(=O)C1=C(C(=CC=C1Cl)N)O (N-propyl-3-amino-6-chloro-2-hydroxybenzenesulfonamide), ClC1=C(C=CC=C1Cl)N=C=O (2,3-dichlorophenylisocyanate). Yields the product ClC1=C(C(=C(C=C1)NC(=O)NC1=C(C(=CC=C1)Cl)Cl)O)S(=O)(=O)NCCC (N-[4-chloro-2-hydroxy-3-(N″-propylaminosulfonyl)phenyl]-N′(2,3-dichlorophenyl) urea). The yield is 80.6%. As a reaction SMILES: NC(N)=O.[CH2:5]([NH:8][S:9]([C:12]1[C:17]([Cl:18])=[CH:16][CH:15]=[C:14]([NH2:19])[C:13]=1[OH:20])(=[O:11])=[O:10])[CH2:6][CH3:7].[Cl:21][C:22]1[C:27]([Cl:28])=[CH:26][CH:25]=[CH:24][C:23]=1[N:29]=[C:30]=[O:31]>>[Cl:18][C:17]1[CH:16]=[CH:15][C:14]([NH:19][C:30]([NH:29][C:23]2[CH:24]=[CH:25][CH:26]=[C:27]([Cl:28])[C:22]=2[Cl:21])=[O:31])=[C:13]([OH:20])[C:12]=1[S:9]([NH:8][CH2:5][CH2:6][CH3:7])(=[O:11])=[O:10]. Procedure: Following the general procedure for urea formation outlined in example 15, N-propyl-3-amino-6-chloro-2-hydroxybenzenesulfonamide (186 mg, 0.71 mmol) and 2,3-dichlorophenylisocyanate (133 mg, 0.71 mmol) were coupled to form the desired urea (259 mg, 81%). LC-MS (m/z) 452.0 (M+).